From a dataset of the Open Reaction Database (ORD), a public repository of structured organic reaction records. describe an organic reaction: reactants, conditions, products, and yield RXN SMILES: [CH3:17][CH2:18][OH:19].[CH3:1][O:2][c:3]1[cH:4][c:5]2[c:6]([cH:13][c:14]1[O:15][CH3:16])[CH2:7][C:8](=[O:12])[NH:9][CH:10]=[CH:11]2.[CH3:20][CH2:21][O:22][C:23](=[O:24])[CH3:25]>>[CH3:1][O:2][c:3]1[cH:4][c:5]2[c:6]([cH:13][c:14]1[O:15][CH3:16])[CH2:7][C:8](=[O:12])[NH:9][CH2:10][CH2:11]2. The product is COc1cc2c(cc1OC)CC(=O)NCC2. Reactants: CCO, COc1cc2c(cc1OC)CC(=O)NC=C2, CCOC(C)=O. Reactants: [Li][C@@H]1C(N(C(C1)C(=O)O)[Li])=O (dilithio (s)-(-)-2-pyrrolidone-5-carboxylic acid), [Li]CCCC (n-BuLi), CC(=C1C=CC=C1)C1=CC=CC=C1 (6-Methyl-6-phenylfulvene). The solvent is CCOCC (ether), CCOCC (ether). Reaction conditions: time 30 minute. Yields the product C1(C=CC=C1)C(C)C1=CC=CC=C1 (1-cyclopentadienyl-1-phenyl-ethane). Isolated yield 99.0%. Reaction SMILES: [Li][C@H]1CC(C(O)=O)N([Li])C1=O.[Li]CCCC.[CH3:17][C:18]([C:24]1[CH:29]=[CH:28][CH:27]=[CH:26][CH:25]=1)=[C:19]1[CH:23]=[CH:22][CH:21]=[CH:20]1>CCOCC>[CH:19]1([CH:18]([C:24]2[CH:25]=[CH:26][CH:27]=[CH:28][CH:29]=2)[CH3:17])[CH:23]=[CH:22][CH:21]=[CH:20]1. Reported procedure: To a solution of 0.77 g of dilithio (s)-(-)-2-pyrrolidone-5-carboxylic acid (6 mmol) in 40 mL of ether was added 7.8 mL of n-BuLi (1.6M solution in hexances, 13 mmol) at 0° C. This solution was stirred for 30 min at room temperature. 6-Methyl-6-phenylfulvene, 1.0 g, (6 mmol) in 5 mL of ether was added dropwise at -78° C. and the color of the reaction mixture turned green. The resulting solution was stirred for 7 h at -78° C. and the solution warmed to room temperature. The organic layer was sepa... Starting materials: C(C#C)(=O)OCC (Ethyl propiolate), C(C)(C)OC=1C(=CC(=C(C=O)C1)[N+](=O)[O-])OC (5-isopropoxy-4-methoxy-2-nitrobenzaldehyde), C(CCC)[Li] (butyl lithium), C(C)(C)NC(C)C (diisopropylamine), C(C)(=O)O (acetic acid). The solvent is O1CCCC1 (tetrahydrofuran), O (Water), O1CCCC1 (tetrahydrofuran), O1CCCC1 (tetrahydrofuran). Reaction conditions: time 1 hour. Product: C(C)(C)OC=1C(=CC(=C(C1)C(C#CC(=O)OCC)O)[N+](=O)[O-])OC (ethyl 4-(5-isopropoxy-4-methoxy-2-nitrophenyl)-4-hydroxy-2-butynoate). RXN SMILES: C([Li])CCC.C(NC(C)C)(C)C.[C:13]([O:17][CH2:18][CH3:19])(=[O:16])[C:14]#[CH:15].[CH:20]([O:23][C:24]1[C:25]([O:35][CH3:36])=[CH:26][C:27]([N+:32]([O-:34])=[O:33])=[C:28]([CH:31]=1)[CH:29]=[O:30])([CH3:22])[CH3:21].C(O)(=O)C>O1CCCC1.O>[CH:20]([O:23][C:24]1[C:25]([O:35][CH3:36])=[CH:26][C:27]([N+:32]([O-:34])=[O:33])=[C:28]([CH:29]([OH:30])[C:15]#[C:14][C:13]([O:17][CH2:18][CH3:19])=[O:16])[CH:31]=1)([CH3:22])[CH3:21]. Procedure: 1.5 N butyl lithium (22.6 ml, 33.8 mmol) was added to a solution of diisopropylamine (5.0 ml, 36.0 mmol) in tetrahydrofuran (75 ml) under an argon atmosphere at −78° C., and the mixture was stirred for one hr. Ethyl propiolate (2.9 ml, 28.2. mmol) and a solution of 5-isopropoxy-4-methoxy-2-nitrobenzaldehyde (4.5 g, 18.8 mmol) in tetrahydrofuran (50 ml) were then added thereto in that order, and the mixture was stirred at −78° C. for additional 1.5 hr. A solution of acetic acid (5.9 ml, 102 mmol)... Reactants: COC(=O)c1ccc2c(c1)C(c1ccccn1)=CC(C)(C)O2, O=C(OO)c1cccc(Cl)c1, ClCCl. The product is COC(=O)c1ccc2c(c1)C(c1cccc[n+]1[O-])=CC(C)(C)O2. As a reaction SMILES: [CH3:1][C:2]1([CH3:22])[O:3][c:4]2[c:5]([cH:14][c:15]([C:18](=[O:19])[O:20][CH3:21])[cH:16][cH:17]2)[C:6]([c:8]2[n:9][cH:10][cH:11][cH:12][cH:13]2)=[CH:7]1.[Cl:23][c:24]1[cH:25][cH:26][cH:27][c:28]([C:29]([O:30][OH:32])=[O:31])[cH:33]1.[Cl:34][CH2:35][Cl:36]>>[CH3:1][C:2]1([CH3:22])[O:3][c:4]2[c:5]([cH:14][c:15]([C:18](=[O:19])[O:20][CH3:21])[cH:16][cH:17]2)[C:6]([c:8]2[n+:9]([O-:31])[cH:10][cH:11][cH:12][cH:13]2)=[CH:7]1. The reactants are FC(C(=O)O)(F)F (Trifluoroacetic acid), C(C)(C)(C)OC(=O)CON=C(C(=O)NC1[C@@H]2N(C(=C(CS2)Cl)C(=O)O)C1=O)C1=NSC=N1 (7-[2-tert-butoxycarbonylmethoxyimino-2-(1,2,4-thiadiazol-3-yl)acetamido]-3-chloro-3-cephem-4-carboxylic acid), C(C)(C)OC(C)C (diisopropyl ether), CCCCCC (n-hexane), resultant solution. Solvent: C(Cl)Cl (methylene chloride), C1(=CC=CC=C1)OC (anisole). Reaction conditions: time 1.5 hour. Yields the product C(=O)(O)CON=C(C(=O)NC1[C@@H]2N(C(=C(CS2)Cl)C(=O)O)C1=O)C1=NSC=N1 (7-[2-carboxymethoxyimino-2-(1,2,4-thiadiazol-3-yl)acetamido]-3-chloro-3-cephem-4-carboxylic acid). Yield: 69.2%. RXN SMILES: FC(F)(F)C(O)=O.C([O:12][C:13]([CH2:15][O:16][N:17]=[C:18]([C:35]1[N:39]=[CH:38][S:37][N:36]=1)[C:19]([NH:21][CH:22]1[C:33](=[O:34])[N:24]2[C:25]([C:30]([OH:32])=[O:31])=[C:26]([Cl:29])[CH2:27][S:28][C@H:23]12)=[O:20])=[O:14])(C)(C)C.C(OC(C)C)(C)C.CCCCCC>C(Cl)Cl.C1(OC)C=CC=CC=1>[C:13]([CH2:15][O:16][N:17]=[C:18]([C:35]1[N:39]=[CH:38][S:37][N:36]=1)[C:19]([NH:21][CH:22]1[C:33](=[O:34])[N:24]2[C:25]([C:30]([OH:32])=[O:31])=[C:26]([Cl:29])[CH2:27][S:28][C@H:23]12)=[O:20])([OH:14])=[O:12]. Procedure: Trifluoroacetic acid (5.2 ml) was added to a suspension of 7-[2-tert-butoxycarbonylmethoxyimino-2-(1,2,4-thiadiazol-3-yl)acetamido]-3-chloro-3-cephem-4-carboxylic acid (syn isomer) (1.3 g) in methylene chloride (2.5 ml) and anisole (1.3 ml) at ambient temperature, and the mixture was stirred for 1.5 hours at the same temperature. To the resultant solution was added a mixture of diisopropyl ether (30 ml) and n-hexane (15 ml), followed by stirring. The precipitates were collected by filtration and... The reactants are CCOCC, [Li]C, COC, CC12CCCC(C)(CC1)C2=O, O. The product is CC12CCCC(C)(CC1)C2(C)O. As a reaction SMILES: [CH2:18]([O:19][CH2:20][CH3:21])[CH3:22].[CH3:12][Li:13].[CH3:15][O:16][CH3:17].[CH3:1][C:2]12[CH2:3][CH2:4][CH2:5][C:6]([CH3:11])([CH2:7][CH2:8]1)[C:9]2=[O:10].[OH2:14]>>[CH3:1][C:2]12[CH2:3][CH2:4][CH2:5][C:6]([CH3:11])([CH2:7][CH2:8]1)[C:9]2([OH:10])[CH3:12].